From a dataset of the Open Reaction Database (ORD), a public repository of structured organic reaction records. describe an organic reaction: reactants, conditions, products, and yield The reactants are [OH-].[Na+] (sodium hydroxide), Cl (hydrochloric acid), C(CCC)OCCOC1=CC=C(C=C1)C=1C=CC2=C(C=C(CCN2CC2=C(N=C(S2)C)C)C(=O)OC)C1 (methyl 7-[4-(2-butoxyethoxy)phenyl]-1-(2,4-dimethyl-1,3-thiazol-5-ylmethyl)-2,3-dihydro-1-benzazepine-4-carboxylate). Run in C1CCOC1 (THF), CO (methanol). Run at time 16 hour. Yields the product C(CCC)OCCOC1=CC=C(C=C1)C=1C=CC2=C(C=C(CCN2CC2=C(N=C(S2)C)C)C(=O)O)C1 (7-(4-(2-butoxyethoxy)phenyl]-1-(2,4-dimethyl-1,3-thiazol-5-ylmethyl)-2,3-dihydro-1-benzazepine-4-carboxylic acid). The yield is 78.1%. RXN SMILES: [CH2:1]([O:5][CH2:6][CH2:7][O:8][C:9]1[CH:14]=[CH:13][C:12]([C:15]2[CH:16]=[CH:17][C:18]3[N:24]([CH2:25][C:26]4[S:30][C:29]([CH3:31])=[N:28][C:27]=4[CH3:32])[CH2:23][CH2:22][C:21]([C:33]([O:35]C)=[O:34])=[CH:20][C:19]=3[CH:37]=2)=[CH:11][CH:10]=1)[CH2:2][CH2:3][CH3:4].[OH-].[Na+].Cl>C1COCC1.CO>[CH2:1]([O:5][CH2:6][CH2:7][O:8][C:9]1[CH:14]=[CH:13][C:12]([C:15]2[CH:16]=[CH:17][C:18]3[N:24]([CH2:25][C:26]4[S:30][C:29]([CH3:31])=[N:28][C:27]=4[CH3:32])[CH2:23][CH2:22][C:21]([C:33]([OH:35])=[O:34])=[CH:20][C:19]=3[CH:37]=2)=[CH:11][CH:10]=1)[CH2:2][CH2:3][CH3:4] |f:1.2|. Procedure details: In THF (5.0 ml)/methanol (2.5 ml) was dissolved methyl 7-[4-(2-butoxyethoxy)phenyl]-1-(2,4-dimethyl-1,3-thiazol-5-ylmethyl)-2,3-dihydro-1-benzazepine-4-carboxylate (0.25 g). To the solution was added 1N sodium hydroxide solution (2.5 ml), and the mixture was stirred at room temperature for 16 hours. pH was adjusted to approximate with 1N hydrochloric acid, and the solvent was concentrated to half under reduced pressure. The concentrated material was extracted with ethyl acetate/THF, and the extr... The reactants are CON=C(C(=O)O)C1=CC2=C(S1)C=CS2 (α-methoxyimino-α-(thieno[3,2-b]thien-2-yl)acetic acid), C(C(=O)Cl)(=O)Cl (oxalyl chloride). The reagents and catalysts are CN(C=O)C (N,N-dimethylformamide). The solvent is C(C)#N (acetonitrile). Yields the product CON=C(C(=O)Cl)C1=CC2=C(S1)C=CS2 (α-methoxyimino-α-(thieno[3,2-b]thien-2-yl)acetyl chloride). As a reaction SMILES: [CH3:1][O:2][N:3]=[C:4]([C:8]1[S:12][C:11]2[CH:13]=[CH:14][S:15][C:10]=2[CH:9]=1)[C:5](O)=[O:6].C(Cl)(=O)C([Cl:19])=O>C(#N)C.CN(C)C=O>[CH3:1][O:2][N:3]=[C:4]([C:8]1[S:12][C:11]2[CH:13]=[CH:14][S:15][C:10]=2[CH:9]=1)[C:5]([Cl:19])=[O:6]. Procedure details: A solution of 400 mg of α-methoxyimino-α-(thieno[3,2-b]thien-2-yl)acetic acid in 50 ml of acetonitrile containing 15 ml of oxalyl chloride and two drops of N,N-dimethylformamide was stirred at 0° C. for two hours. The reaction mixture was concentrated to dryness by evaporation under reduced pressure to provide α-methoxyimino-α-(thieno[3,2-b]thien-2-yl)acetyl chloride as an oil. The oil was dissolved in 10 ml of fresh acetonitrile and added to a stirred acetonitrile solution of 707 mg of 7-amino-... The reactants are CI, CS(C)=O, Cn1c(SCc2ccc(C(=O)c3ccc(Cl)cc3)cc2)nc(=O)c2cc[nH]c21, O. Yields the product Cn1ccc2c(=O)nc(SCc3ccc(C(=O)c4ccc(Cl)cc4)cc3)n(C)c21. RXN SMILES: [CH3:29][I:30].[CH3:31][S:32]([CH3:33])=[O:34].[Cl:1][c:2]1[cH:3][cH:4][c:5]([C:6](=[O:7])[c:8]2[cH:9][cH:10][c:11]([CH2:12][S:13][c:14]3[n:15][c:16](=[O:24])[c:17]4[c:18]([n:19]3[CH3:20])[nH:21][cH:22][cH:23]4)[cH:25][cH:26]2)[cH:27][cH:28]1.[OH2:35]>>[Cl:1][c:2]1[cH:3][cH:4][c:5]([C:6](=[O:7])[c:8]2[cH:9][cH:10][c:11]([CH2:12][S:13][c:14]3[n:15][c:16](=[O:24])[c:17]4[c:18]([n:19]3[CH3:20])[n:21]([CH3:29])[cH:22][cH:23]4)[cH:25][cH:26]2)[cH:27][cH:28]1. The reactants are C(C1=CC=CC=C1)(=O)C=1NC2=CC(=CC=C2C1CC(=O)O)Cl ((2-benzoyl-6-chloro-1H-indol-3-yl)acetic acid), Cl.CNOC (N,O-dimethylhydroxylamine hydrochloride). Yields the product C(C1=CC=CC=C1)(=O)C=1NC2=CC(=CC=C2C1CC(=O)N(C)OC)Cl ((2-Benzoyl-6-chloro-1H-indol-3-yl)-N-methoxy-N-methylacetamide). As a reaction SMILES: [C:1]([C:9]1[NH:10][C:11]2[C:16]([C:17]=1[CH2:18][C:19](O)=[O:20])=[CH:15][CH:14]=[C:13]([Cl:22])[CH:12]=2)(=[O:8])[C:2]1[CH:7]=[CH:6][CH:5]=[CH:4][CH:3]=1.Cl.[CH3:24][NH:25][O:26][CH3:27]>>[C:1]([C:9]1[NH:10][C:11]2[C:16]([C:17]=1[CH2:18][C:19]([N:25]([O:26][CH3:27])[CH3:24])=[O:20])=[CH:15][CH:14]=[C:13]([Cl:22])[CH:12]=2)(=[O:8])[C:2]1[CH:7]=[CH:6][CH:5]=[CH:4][CH:3]=1 |f:1.2|. Reported procedure: The title compound was prepared according to the procedure described in Example 43 from (2-benzoyl-6-chloro-1H-indol-3-yl)acetic acid (Example 2) and N,O-dimethylhydroxylamine hydrochloride. Starting materials: NC1=C(C(N(C(N1CCC)=O)CCC)=O)NC(C(CC1=CC=C(C=C1)OCC(=O)OC(C)(C)C)C)=O (2-[[4-[3-[(6-amino-1-propyl-1,2,3,4-tetrahydro-3-propyl-2,4-dioxo-5-pyrimidinyl)amino]-2-methyl-3-oxopropyl]phenyl]oxy]-acetic acid, 1,1-dimethylethyl ester). Solvent: O (water), C(C)O (ethanol), [OH-].[K+] (potassium hydroxide). Conditions: temperature 55 celsius, time 5 hour. The product is C(CC)N1C(N(C=2NC(=NC2C1=O)C(CC1=CC=C(OCC(=O)O)C=C1)C)CCC)=O (2-[4-[2-(2,3,6,9-Tetrahydro-1,3-dipropyl-2,6-dioxo-1H-purin-8-yl)propyl]phenoxy]acetic acid). Yield: 40.1%. As a reaction SMILES: [NH2:1][C:2]1[N:7]([CH2:8][CH2:9][CH3:10])[C:6](=[O:11])[N:5]([CH2:12][CH2:13][CH3:14])[C:4](=[O:15])[C:3]=1[NH:16][C:17](=O)[CH:18]([CH3:35])[CH2:19][C:20]1[CH:25]=[CH:24][C:23]([O:26][CH2:27][C:28]([O:30]C(C)(C)C)=[O:29])=[CH:22][CH:21]=1>C(O)C.[OH-].[K+].O>[CH2:12]([N:5]1[C:4](=[O:15])[C:3]2[N:16]=[C:17]([CH:18]([CH3:35])[CH2:19][C:20]3[CH:25]=[CH:24][C:23]([O:26][CH2:27][C:28]([OH:30])=[O:29])=[CH:22][CH:21]=3)[NH:1][C:2]=2[N:7]([CH2:8][CH2:9][CH3:10])[C:6]1=[O:11])[CH2:13][CH3:14] |f:2.3|. Procedure: Dissolve 2-[[4-[3-[(6-amino-1-propyl-1,2,3,4-tetrahydro-3-propyl-2,4-dioxo-5-pyrimidinyl)amino]-2-methyl-3-oxopropyl]phenyl]oxy]-acetic acid, 1,1-dimethylethyl ester (1.6 g, 3.18 mmol) in a mixture of ethanol (30 mL) and 15% potassium hydroxide (30 mL). Heat at 55° C. and stir for 5 hours. Cool, acidify and dilute with water (200 mL). Filter to give 0.69 g crude product. Recrystallize (5% isopropanol/hexane) to give the title compound (0.546 g); mp 168-70° C. Reactants: C(CC)N1C2=C(C(C3=C(C1)C=CC=C3)=O)C=C(C=C2)CC(=O)OC (methyl 5,6-dihydro-5-n-propyl-11-oxodibenz[b,e]azepine-2-acetate), [OH-].[Na+] (sodium hydroxide), CO (methanol). Run in O (water). Product: C(CC)N1C2=C(C(C3=C(C1)C=CC=C3)=O)C=C(C=C2)CC(=O)O (5,6-dihydro-5-n-propyl-11-oxodibenz[b,e]azepine-2-acetic acid). The yield is 79.4%. Reaction SMILES: [CH2:1]([N:4]1[CH2:10][C:9]2[CH:11]=[CH:12][CH:13]=[CH:14][C:8]=2[C:7](=[O:15])[C:6]2[CH:16]=[C:17]([CH2:20][C:21]([O:23]C)=[O:22])[CH:18]=[CH:19][C:5]1=2)[CH2:2][CH3:3].[OH-].[Na+].CO>O>[CH2:1]([N:4]1[CH2:10][C:9]2[CH:11]=[CH:12][CH:13]=[CH:14][C:8]=2[C:7](=[O:15])[C:6]2[CH:16]=[C:17]([CH2:20][C:21]([OH:23])=[O:22])[CH:18]=[CH:19][C:5]1=2)[CH2:2][CH3:3] |f:1.2|. Reported procedure: A mixed liquid of methyl 5,6-dihydro-5-n-propyl-11-oxodibenz[b,e]azepine-2-acetate (0.5 g), sodium hydroxide (2 g), methanol (20 ml) and water (10 ml) was treated in the same manner as described in Example 21 to afford the desired compound (0.38 g) as yellow powdery crystals. Reactants: CC1=C(OCC2=NC=CC=C2[N+](=O)[O-])C=CC=C1 (2-(2-methylphenoxymethyl)-3-nitropyridine), [H][H] (hydrogen). Reagents/catalysts: [Pt] (platinum/charcoal). Run in CN1CCOCC1 (N-methylmorpholine), petroleum ether. Yields the product CC1=C(OCC2=NC=CC=C2NO)C=CC=C1 (N-[2-(2-Methylphenoxymethyl)pyridin-3-yl]hydroxylamine). Isolated yield 161.3%. RXN SMILES: [CH3:1][C:2]1[CH:18]=[CH:17][CH:16]=[CH:15][C:3]=1[O:4][CH2:5][C:6]1[C:11]([N+:12]([O-])=[O:13])=[CH:10][CH:9]=[CH:8][N:7]=1.[H][H]>[Pt].CN1CCOCC1>[CH3:1][C:2]1[CH:18]=[CH:17][CH:16]=[CH:15][C:3]=1[O:4][CH2:5][C:6]1[C:11]([NH:12][OH:13])=[CH:10][CH:9]=[CH:8][N:7]=1. Reported procedure: A mixture of 5.0 g (21 mmol) of 2-(2-methylphenoxymethyl)-3-nitropyridine (Example 3.d) and 100 ml of N-methylmorpholine was hydrogenated at room temperature (approximately 25° C.) and an H2 pressure of approximately 1.1 bar in the presence of 1 g of 5% platinum/charcoal (51% water; manufactured by Degussa). The hydrogen uptake ceased after approximately 90 minutes. The catalyst was removed by filtration through active charcoal. The resulting solution was freed from solvent under reduced pressur...